This data is from the Open Reaction Database (ORD), a public repository of structured organic reaction records. The task is: describe an organic reaction: reactants, conditions, products, and yield Reactants: NC1=C2C=C(N=CC2=CC=C1)Cl (5-Amino-3-chloroisoquinoline), C(=O)(Cl)Cl (phosgene). Run in C1(=CC=CC=C1)C (toluene), C1(=CC=CC=C1)C (toluene), C(C)N(CC)CC (triethylamine). Yields the product ClC=1N=CC2=CC=CC(=C2C1)N=C=O (3-chloro-5-isocyanatoisoquinoline). As a reaction SMILES: [NH2:1][C:2]1[CH:11]=[CH:10][CH:9]=[C:8]2[C:3]=1[CH:4]=[C:5]([Cl:12])[N:6]=[CH:7]2.[C:13](Cl)(Cl)=[O:14]>C1(C)C=CC=CC=1.C(N(CC)CC)C>[Cl:12][C:5]1[N:6]=[CH:7][C:8]2[C:3]([CH:4]=1)=[C:2]([N:1]=[C:13]=[O:14])[CH:11]=[CH:10][CH:9]=2. Procedure details: 5-Amino-3-chloroisoquinoline (740 mg, 4.15 mmol) was suspended in toluene (20 mL) and treated with 20% w/v phosgene solution in toluene (9 mL) and triethylamine (5 mL). The mixture was refluxed overnight and was then concentrated in vacuo and used in the next step without further purification. Starting materials: OCCN1C(C=2C(C1=O)=CC=CC2)=O (N-(2-hydroxyethyl)phthalimide), FC1=CC=C(C=O)C=C1 (4-fluorobenzaldehyde). The product is C1(C=2C(C(N1CCOC1=CC=C(C=O)C=C1)=O)=CC=CC2)=O (4-(2-Phthalimidoethoxy)benzaldehyde). RXN SMILES: [OH:1][CH2:2][CH2:3][N:4]1[C:8](=[O:9])[C:7]2=[CH:10][CH:11]=[CH:12][CH:13]=[C:6]2[C:5]1=[O:14].F[C:16]1[CH:23]=[CH:22][C:19]([CH:20]=[O:21])=[CH:18][CH:17]=1>>[C:8]1(=[O:9])[N:4]([CH2:3][CH2:2][O:1][C:16]2[CH:23]=[CH:22][C:19]([CH:20]=[O:21])=[CH:18][CH:17]=2)[C:5](=[O:14])[C:6]2=[CH:13][CH:12]=[CH:11][CH:10]=[C:7]12. Procedure details: The title compound, mp 138° C., was prepared from N-(2-hydroxyethyl)phthalimide (9.6 g) and 4-fluorobenzaldehyde (6.2 g, 5.3 ml) by a procedure similar to that described in Procedure 2. Conditions: time 16 hour. Reaction SMILES: [CH2:1]([Si]1(Cl)N(C)[C@@H](C)[C@H](C2C=CC=CC=2)O1)[CH:2]=[CH2:3].[CH:18](=[N:25][NH:26][C:27](=[O:29])[CH3:28])[C:19]1[CH:24]=[CH:23][CH:22]=[CH:21][CH:20]=1.CO>C(Cl)Cl>[C:19]1([C@H:18]([NH:25][NH:26][C:27](=[O:29])[CH3:28])[CH2:3][CH:2]=[CH2:1])[CH:24]=[CH:23][CH:22]=[CH:21][CH:20]=1. Run in C(Cl)Cl (CH2Cl2). Reactants: C(C1=CC=CC=C1)=NNC(C)=O (acetic acid benzylidene-hydrazide), C(C=C)[Si]1(O[C@H]([C@@H](N1C)C)C1=CC=CC=C1)Cl ((4S,5S)-2-Allyl-2-chloro-3,4-dimethyl-5-phenyl-[1,3,2]oxazasilolidine), CO (methanol). Product: C1(=CC=CC=C1)[C@@H](CC=C)NNC(C)=O ((1R)-acetic acid N′-(1-phenyl-but-3-enyl)-hydrazide). The yield is 66.7%. Procedure: Enantioselective allylation of acetic acid benzylidene-hydrazide (8) to give (1R)-acetic acid N′-(1-phenyl-but-3-enyl)-hydrazide: To a cooled (10° C.) solution of (4S,5S)-2-Allyl-2-chloro-3,4-dimethyl-5-phenyl-[1,3,2]oxazasilolidine (9.90 g, 37.0 mmol) in CH2Cl2 (300 mL) was added acetic acid benzylidene-hydrazide (5.00 g, 30.8 mol) as a solid. The resulting solution was stirred for 16 hours and methanol (40 mL) was then added. After 15 min all volatiles were removed by distillation and the resi... The reactants are OCCCN1CCN(CC1)C (1-(3-hydroxypropyl)-4-methylpiperazine), ON1C(C=2C(C1=O)=CC=CC2)=O (N-hydroxyphthalimide), C1(=CC=CC=C1)P(C1=CC=CC=C1)C1=CC=CC=C1 (triphenylphosphine), N(=NC(=O)[O-])C(=O)OCC (ethyl azodicarboxylate). Run in O1CCCC1 (tetrahydrofuran). Conditions: temperature 20 celsius, time 18 hour. The product is CN1CCN(CC1)CCCON1C(C=2C(C1=O)=CC=CC2)=O (N-[3-(4-Methyl-1-piperazinyl)propoxy]phthalimide). The yield is 74.8%. RXN SMILES: [OH:1][CH2:2][CH2:3][CH2:4][N:5]1[CH2:10][CH2:9][N:8]([CH3:11])[CH2:7][CH2:6]1.O[N:13]1[C:17](=[O:18])[C:16]2=[CH:19][CH:20]=[CH:21][CH:22]=[C:15]2[C:14]1=[O:23].C1(P(C2C=CC=CC=2)C2C=CC=CC=2)C=CC=CC=1.N(C(OCC)=O)=NC([O-])=O>O1CCCC1>[CH3:11][N:8]1[CH2:7][CH2:6][N:5]([CH2:4][CH2:3][CH2:2][O:1][N:13]2[C:14](=[O:23])[C:15]3=[CH:22][CH:21]=[CH:20][CH:19]=[C:16]3[C:17]2=[O:18])[CH2:10][CH2:9]1. Procedure details: N-[3-(4-Methyl-1-piperazinyl)propoxy]phthalimide may be obtained in the following manner: a solution of 1-(3-hydroxypropyl)-4-methylpiperazine (8.4 g), N-hydroxyphthalimide (8.2 g) and triphenylphosphine (13.1 g) in tetrahydrofuran (120 cc) is cooled to a temperature in the region of 0° C. and ethyl azodicarboxylate (10.1 g) is added in the course of 30 minutes. The solution obtained is stirred at a temperature in the region of 20° C. for 18 hours and is then concentrated to dryness under reduce... Reactants: N1CC(CCC1)CNC(=O)C1=C(N=C(S1)C1=CC=C(C=C1)Cl)C (N-(Piperidin-3-yl methyl)-2-(4-chlorophenyl)-4-methylthiazole-5-carboxamide), FC1=C(C(=O)OC)C=CC=C1 (methyl 2-fluorobenzoate), CS(=O)C (dimethylsulfoxide), C([O-])([O-])=O.[K+].[K+] (potassium carbonate). Run in O (water). Reaction conditions: temperature 130 celsius, time 6 hour. Yields the product ClC1=CC=C(C=C1)C=1SC(=C(N1)C)C(=O)NCC1CN(CCC1)C1=C(C(=O)OC)C=CC=C1 (Methyl 2-[3-[[2-(4-chlorophenyl)-4-methylthiazol-5-yl]carbonylaminomethyl]piperidin-1-yl]benzoate). Isolated yield 20.3%. RXN SMILES: [NH:1]1[CH2:6][CH2:5][CH2:4][CH:3]([CH2:7][NH:8][C:9]([C:11]2[S:15][C:14]([C:16]3[CH:21]=[CH:20][C:19]([Cl:22])=[CH:18][CH:17]=3)=[N:13][C:12]=2[CH3:23])=[O:10])[CH2:2]1.F[C:25]1[CH:34]=[CH:33][CH:32]=[CH:31][C:26]=1[C:27]([O:29][CH3:30])=[O:28].CS(C)=O.C(=O)([O-])[O-].[K+].[K+]>O>[Cl:22][C:19]1[CH:18]=[CH:17][C:16]([C:14]2[S:15][C:11]([C:9]([NH:8][CH2:7][CH:3]3[CH2:4][CH2:5][CH2:6][N:1]([C:25]4[CH:34]=[CH:33][CH:32]=[CH:31][C:26]=4[C:27]([O:29][CH3:30])=[O:28])[CH2:2]3)=[O:10])=[C:12]([CH3:23])[N:13]=2)=[CH:21][CH:20]=1 |f:3.4.5|. Procedure: N-(Piperidin-3-yl methyl)-2-(4-chlorophenyl)-4-methylthiazole-5-carboxamide (105 mg, 0.300 mmol) and methyl 2-fluorobenzoate (0.0382 mL, 0.300 mmol) were added to dimethylsulfoxide (5 mL). To this mixture, potassium carbonate (82.9 mg, 0.600 mmol) was added and the mixture was stirred for 6 hours at 130° C. Subsequently, water was added and the mixture was extracted with ethyl acetate. The extract was washed with brine, followed by drying over magnesium sulfate and evaporation of the solvent. Pu...